From a dataset of the Open Reaction Database (ORD), a public repository of structured organic reaction records. describe an organic reaction: reactants, conditions, products, and yield Reactants: COc1ccc(CCN)cc1OC, Cc1cccc(OCC2CO2)c1. Product: COc1ccc(CCNCC(O)COc2cccc(C)c2)cc1OC. Reaction SMILES: [CH3:13][O:14][c:15]1[cH:16][c:17]([CH2:23][CH2:24][NH2:25])[cH:18][cH:19][c:20]1[O:21][CH3:22].[c:1]1([CH3:12])[cH:2][c:3]([O:7][CH2:8][CH:9]2[CH2:10][O:11]2)[cH:4][cH:5][cH:6]1>>[c:1]1([CH3:12])[cH:2][c:3]([O:7][CH2:8][CH:9]([CH2:10][NH:25][CH2:24][CH2:23][c:17]2[cH:16][c:15]([O:14][CH3:13])[c:20]([O:21][CH3:22])[cH:19][cH:18]2)[OH:11])[cH:4][cH:5][cH:6]1. Reactants: c1ccc(COc2cccn3cnnc23)cc1, CCO. Yields the product Oc1cccn2cnnc12. RXN SMILES: [CH2:1]([c:2]1[cH:3][cH:4][cH:5][cH:6][cH:7]1)[O:8][c:9]1[c:10]2[n:11]([cH:12][cH:13][cH:14]1)[cH:15][n:16][n:17]2.[CH3:18][CH2:19][OH:20]>>[OH:8][c:9]1[c:10]2[n:11]([cH:12][cH:13][cH:14]1)[cH:15][n:16][n:17]2. Reactants: C1(=C(C=CC=C1)P(C1=C(C=CC=C1)C)C1=C(C=CC=C1)C)C (tri-o-tolylphosphine), IC=1C(=C(C(=O)O)C=CC1S(=O)(=O)C)C (3-iodo-2-methyl-4-methylsulfonylbenzoic acid), CSC1=CC=C(C=C1)B(O)O (4-methylthiophenylboronic acid), C([O-])([O-])=O.[K+].[K+] (potassium carbonate), [OH-].[Na+] (sodium hydroxide). The reagents and catalysts are CC(=O)O.CC(=O)O.[Pd] (palladium II acetate). The solvent is CCCCCC (hexane), O (water), C(C)#N (acetonitrile), C(C)(=O)OCC (ethyl acetate). Product: CC1=C(C(=O)O)C=CC(=C1C1=CC=C(C=C1)SC)S(=O)(=O)C (2-Methyl-4-methylsulfonyl-3-(4-methylthiophenyl)benzoic Acid). As a reaction SMILES: I[C:2]1[C:3]([CH3:15])=[C:4]([CH:8]=[CH:9][C:10]=1[S:11]([CH3:14])(=[O:13])=[O:12])[C:5]([OH:7])=[O:6].[CH3:16][S:17][C:18]1[CH:23]=[CH:22][C:21](B(O)O)=[CH:20][CH:19]=1.C(=O)([O-])[O-].[K+].[K+].C1(C)C=CC=CC=1P(C1C=CC=CC=1C)C1C=CC=CC=1C.[OH-].[Na+]>C(OCC)(=O)C.CC(O)=O.CC(O)=O.[Pd].CCCCCC.O.C(#N)C>[CH3:15][C:3]1[C:2]([C:21]2[CH:22]=[CH:23][C:18]([S:17][CH3:16])=[CH:19][CH:20]=2)=[C:10]([S:11]([CH3:14])(=[O:13])=[O:12])[CH:9]=[CH:8][C:4]=1[C:5]([OH:7])=[O:6] |f:2.3.4,6.7,9.10.11|. Reported procedure: A mixture of 5.8 g (17 mmol) of 3-iodo-2-methyl-4-methylsulfonylbenzoic acid, 4.0 g (23.8 mmol) of 4-methylthiophenylboronic acid, 11.7 g (85 mmol) of potassium carbonate, 50 mL of acetonitrile, and 12 mL of water was prepared and purged with nitrogen gas with stirring. The catalyst system, 190 mg (0.85 mmol) of palladium II acetate and 775 g (2.25 mmol) of tri-o-tolylphosphine, was added and the mixture was heated to reflux with stirring for several hours. The mixture was then cooled, basified ... Reactants: ClC=1C=CC2=C(N=C(S2)SCC)C1 (5-Chloro-2-(ethylthio)benzothiazole), C1(=CC=C(C=C1)S(=O)(=O)OCC)C (ethyl p-toluenesulfonate), CCOCC (ether). Run in CC(=O)C (acetone). The product is S(=O)(=O)([O-])C1=CC=C(C)C=C1.ClC=1C=CC2=C([N+](=C(S2)SCC)CC)C1 (5-chloro-2-ethylthio-3-ethylbenzothiazolium tosylate). RXN SMILES: [Cl:1][C:2]1[CH:3]=[CH:4][C:5]2[S:9][C:8]([S:10][CH2:11][CH3:12])=[N:7][C:6]=2[CH:13]=1.[C:14]1([CH3:26])[CH:19]=[CH:18][C:17]([S:20]([O:23]CC)(=[O:22])=[O:21])=[CH:16][CH:15]=1.[CH3:27][CH2:28]OCC>CC(C)=O>[S:20]([C:17]1[CH:18]=[CH:19][C:14]([CH3:26])=[CH:15][CH:16]=1)([O-:23])(=[O:22])=[O:21].[Cl:1][C:2]1[CH:3]=[CH:4][C:5]2[S:9][C:8]([S:10][CH2:11][CH3:12])=[N+:7]([CH2:27][CH3:28])[C:6]=2[CH:13]=1 |f:4.5|. Procedure: 5-Chloro-2-(ethylthio)benzothiazole (11.5 g, 0.05 mol) and 10.55 g ethyl p-toluenesulfonate were heated at 150°-160° C. for 2 hours. After cooling, the product was dissolved in acetone and poured into 400 ml stirred anhydrous ether. The resulting precipitated oil crystallized upon scraping with a spatula. The ether was decanted, the solid triturated with ether, and the ether again decanted to yield 11.04 g (51%) after air drying. The reactants are FC(OC1=CC=C(C=C1)S(=O)(=O)N1CCC(CC1)ON)(F)F (O-(1-(4-(trifluoromethoxy)phenylsulfonyl)piperidin-4-yl)hydroxylamine), C(=O)C=1C=C(C#N)C=CC1 (3-formylbenzonitrile), C(C)(=O)O (acetic acid). Run in CCO (EtOH). Product: FC(OC1=CC=C(C=C1)S(=O)(=O)N1CCC(CC1)O\N=C\C=1C=C(C#N)C=CC1)(F)F ((E)-3-((1-(4-(trifluoromethoxy)phenylsulfonyl)piperidin-4-yloxyimino)methyl)benzonitrile). RXN SMILES: [F:1][C:2]([F:22])([F:21])[O:3][C:4]1[CH:9]=[CH:8][C:7]([S:10]([N:13]2[CH2:18][CH2:17][CH:16]([O:19][NH2:20])[CH2:15][CH2:14]2)(=[O:12])=[O:11])=[CH:6][CH:5]=1.[CH:23]([C:25]1[CH:26]=[C:27]([CH:30]=[CH:31][CH:32]=1)[C:28]#[N:29])=O.C(O)(=O)C>CCO>[F:22][C:2]([F:1])([F:21])[O:3][C:4]1[CH:5]=[CH:6][C:7]([S:10]([N:13]2[CH2:18][CH2:17][CH:16]([O:19]/[N:20]=[CH:23]/[C:25]3[CH:26]=[C:27]([CH:30]=[CH:31][CH:32]=3)[C:28]#[N:29])[CH2:15][CH2:14]2)(=[O:11])=[O:12])=[CH:8][CH:9]=1. Procedure: A solution of O-(1-(4-(trifluoromethoxy)phenylsulfonyl)piperidin-4-yl)hydroxylamine (130 mg, 0.38 mmol), 3-formylbenzonitrile (45 mg, 0.38 mmol) and acetic acid (0.022 ml, 0.38 mmol) in EtOH (4 ml) was stirred for 1 hour and the solvent was evaporated under reduced pressure. The residue was purified by column chromatography on silica (EtOAc/Hexanes 20/80-50/50) and recrystallized from EtOAc/Hexanes to give (E)-3-((1-(4-(trifluoromethoxy)phenylsulfonyl)piperidin-4-yloxyimino)methyl)benzonitrile (... Reactants: C(C=1C(O)=CC=CC1)(=O)OCC (ethyl salicylate), C(=O)([O-])[O-].[K+].[K+] (K2CO3), C(C=C)Br (allyl bromide). Solvent: CN(C)C=O (DMF). Product: C(C=C)OC1=C(C(=O)OCC)C=CC=C1 (ethyl 2-(2-propenyloxy)benzoate). Yield: 98.3%. Reaction SMILES: [C:1]([O:10][CH2:11][CH3:12])(=[O:9])[C:2]1[C:3](=[CH:5][CH:6]=[CH:7][CH:8]=1)[OH:4].C([O-])([O-])=O.[K+].[K+].[CH2:19](Br)[CH:20]=[CH2:21]>CN(C=O)C>[CH2:21]([O:4][C:3]1[CH:5]=[CH:6][CH:7]=[CH:8][C:2]=1[C:1]([O:10][CH2:11][CH3:12])=[O:9])[CH:20]=[CH2:19] |f:1.2.3|. Procedure: To a solution of ethyl salicylate (100 g, 0.602 mol) in DMF (400 ml) was added K2CO3 (150 g), followed by the dropwise addition of allyl bromide (87.5 g, 0.723 mol). The reaction mixture was then heated on a steam bath for 2 hours, the K2CO3 was removed by filtration and the reaction mixture was poured into water and extracted with ethyl acetate (3×300 ml). The organic layer was washed with brine, and dried over MgSO4, and the solvent was removed to afford 122 g (98%) of ethyl 2-(2-propenyloxy)b... Reactants: CC1(OB(OC1(C)C)C1=CC2(CC(C2)C(=O)OC)C1)C (methyl 6-(4,4,5,5-tetramethyl-1,3,2-dioxaborolan-2-yl)spiro[3.3]hept-5-ene-2-carboxylate), FC(S(=O)(=O)OC1=CC=C(CC1)C(=O)OC)(F)F (methyl 4-(((trifluoromethyl)sulfonyl)oxy)cyclohexa-1,3-dienecarboxylate). Yields the product CC1(OB(OC1(C)C)C1=CC=C(CC1)C(=O)OC)C (methyl 4-(4,4,5,5-tetramethyl-1,3,2-dioxaborolan-2-yl)cyclohexa-1,3-dienecarboxylate). The yield is 46.6%. Reaction SMILES: [CH3:1][C:2]1([CH3:20])[C:6]([CH3:8])([CH3:7])[O:5][B:4]([C:9]2[CH2:19][C:11]3([CH2:14][CH:13]([C:15](OC)=O)C3)C=2)[O:3]1.FC(F)(F)S(OC1CCC([C:33]([O:35][CH3:36])=[O:34])=CC=1)(=O)=O>>[CH3:20][C:2]1([CH3:1])[C:6]([CH3:7])([CH3:8])[O:5][B:4]([C:9]2[CH2:19][CH2:11][C:14]([C:33]([O:35][CH3:36])=[O:34])=[CH:13][CH:15]=2)[O:3]1. Reported procedure: The title compound was prepared following the method described in step 2 for the preparation of methyl 6-(4,4,5,5-tetramethyl-1,3,2-dioxaborolan-2-yl)spiro[3.3]hept-5-ene-2-carboxylate, using methyl 4-(((trifluoromethyl)sulfonyl)oxy)cyclohexa-1,3-dienecarboxylate as the reactant. (46.6% yield). 1H NMR (400 MHz, CHLOROFORM-d) δ 7.00 (dt, J=5.3, 1.5 Hz, 1H), 6.75 (dt, J=5.3, 1.6 Hz, 1H), 3.74 (s, 3H), 2.42-2.35 (m, 2H), 2.34-2.27 (m, 2H), 1.26 (s, 12H). Starting materials: ClCCCCC(C(=O)OCC)=O (ethyl 6-chloro-2-oxohexanoate), BrBr (bromine). Run in CCOC(=O)C (EtOAc), C(Cl)(Cl)(Cl)Cl (carbon tetrachloride). Reaction conditions: time 1 hour. Yields the product BrC(C(C(=O)OCC)=O)CCCCl (ethyl 3-bromo-6-chloro-2-oxohexanoate). RXN SMILES: [Cl:1][CH2:2][CH2:3][CH2:4][CH2:5][C:6](=[O:12])[C:7]([O:9][CH2:10][CH3:11])=[O:8].[Br:13]Br>C(Cl)(Cl)(Cl)Cl.CCOC(C)=O>[Br:13][CH:5]([CH2:4][CH2:3][CH2:2][Cl:1])[C:6](=[O:12])[C:7]([O:9][CH2:10][CH3:11])=[O:8]. Procedure details: To ethyl 6-chloro-2-oxohexanoate (2.9 g, 15 mmol) in carbon tetrachloride (30 mL) was added bromine (0.85 mL, 16.5 mmol) and stirred at rt for 1 hour. The reaction mixture was diluted with EtOAc, washed with Na2S2O3 solution, water, brine, dried over MgSO4, filtered, and concentrated under reduced pressure. The crude material was purified by column chromatography on silica gel eluting with a gradient of 0 to 10% EtOAc in hexanes to provide the desired product ethyl 3-bromo-6-chloro-2-oxohexanoat... Conditions: temperature 0 celsius. Solvent: O1CCCC1 (tetrahydrofuran), O1CCCC1 (tetrahydrofuran). Starting materials: N([C@H](C)C(=O)O)C(=O)OC(C)(C)C (Boc-D-Ala—OH). As a reaction SMILES: [NH:1]([C:7]([O:9][C:10]([CH3:13])([CH3:12])[CH3:11])=[O:8])[C@@H:2]([C:4](O)=[O:5])[CH3:3]>O1CCCC1>[C:10]([O:9][C:7](=[O:8])[NH:1][C@H:2]([CH3:3])[CH2:4][OH:5])([CH3:13])([CH3:11])[CH3:12]. Procedure details: A solution of Boc-D-Ala—OH (1.0 g, 5.28 mmol) in tetrahydrofuran (10 ml) was added dropwise to a stirred solution of BH3, 1 M in tetrahydrofuran (10 ml) at 0° C. The mixture was stirred for a further hour at 0° C., then quenched with 10% acetic acid in methanol. After solvent evaporation, the crude product was dissolved in ethyl acetate and washed with 1M HCl, water and then 1M sodium hydrogencarbonate. The organic layer was dried over anhydrous magnesium sulfate, filtered and concentrated in va... The product is C(C)(C)(C)OC(N[C@@H](CO)C)=O (((R)-2-Hydroxy-1-methyl-ethyl)-carbamic acid tert-butyl ester).